Dataset: the Open Reaction Database (ORD), a public repository of structured organic reaction records. Task: describe an organic reaction: reactants, conditions, products, and yield The reactants are [N+](=O)([O-])C=1NC=CN1 (2-nitroimidazole), C([O-])([O-])=O.[K+].[K+] (potassium carbonate), C(Cl)[C@H]1CO1 ((R)-(-)-epichlorohydrin). Yields the product ClC[C@@H](CN1C(=NC=C1)[N+](=O)[O-])O ((R)-(-)-α-(Chloromethyl)-2-nitro-1H-imidazole-1-ethanol). RXN SMILES: [N+:1]([C:4]1[NH:5][CH:6]=[CH:7][N:8]=1)([O-:3])=[O:2].C(=O)([O-])[O-].[K+].[K+].[CH2:15]([C@@H:17]1[O:19][CH2:18]1)[Cl:16]>>[Cl:16][CH2:15][C@H:17]([OH:19])[CH2:18][N:5]1[CH:6]=[CH:7][N:8]=[C:4]1[N+:1]([O-:3])=[O:2] |f:1.2.3|. Procedure details: Alternatively, a mixture of 0.42 g (3.7 mmole) of 2-nitroimidazole, 85 mg (0.62 mole) of anhydrous potassium carbonate, and 5 mL of (R)-(-)-epichlorohydrin is refluxed for 10 minutes then filtered while hot. The filtrate is concentrated and cooled to give a solid. Crystallization from ethanol and further processing as above gives 0.56 g of the product.